This data is from the Open Reaction Database (ORD), a public repository of structured organic reaction records. The task is: describe an organic reaction: reactants, conditions, products, and yield Reactants: ClC=1C=C2C(=C(N(C2=C(C1)CN1C(NC2=C1C=CC(=C2)C)=O)C)C)C (1-(5-Chloro-1,2,3-trimethyl-1H-indol-7-ylmethyl)-5-methyl-1,3-dihydro-benzimidazol-2-one), C(C=CCC)(=O)OC (Methyl 2-pentenoate), C(=O)([O-])[O-].[K+].[K+] (K2CO3). Solvent: CC(=O)N(C)C (DMA), C(C)(=O)OCC (ethyl acetate). Run at temperature 120 celsius. The product is COC(CC(CC)N1C(N(C2=C1C=C(C=C2)C)CC=2C=C(C=C1C(=C(N(C21)C)C)C)Cl)=O)=O (3-[3-(5-Chloro-1,2,3-trimethyl-1H-indol-7-ylmethyl)-6-methyl-2-oxo-2,3-dihydro-benzimidazol-1-yl]-pentanoic acid methyl ester). Isolated yield 77.7%. RXN SMILES: [Cl:1][C:2]1[CH:3]=[C:4]2[C:8](=[C:9]([CH2:11][N:12]3[C:16]4[CH:17]=[CH:18][C:19]([CH3:21])=[CH:20][C:15]=4[NH:14][C:13]3=[O:22])[CH:10]=1)[N:7]([CH3:23])[C:6]([CH3:24])=[C:5]2[CH3:25].[C:26]([O:32][CH3:33])(=[O:31])[CH:27]=[CH:28][CH2:29][CH3:30].C([O-])([O-])=O.[K+].[K+]>CC(N(C)C)=O.C(OCC)(=O)C>[CH3:33][O:32][C:26](=[O:31])[CH2:27][CH:28]([N:14]1[C:15]2[CH:20]=[C:19]([CH3:21])[CH:18]=[CH:17][C:16]=2[N:12]([CH2:11][C:9]2[CH:10]=[C:2]([Cl:1])[CH:3]=[C:4]3[C:8]=2[N:7]([CH3:23])[C:6]([CH3:24])=[C:5]3[CH3:25])[C:13]1=[O:22])[CH2:29][CH3:30] |f:2.3.4|. Reported procedure: To a solution of 1-(5-Chloro-1,2,3-trimethyl-1H-indol-7-ylmethyl)-5-methyl-1,3-dihydro-benzimidazol-2-one (40 mg, 0.11 mmol) in DMA (2 mL) were added Methyl 2-pentenoate (26 mg, 0.23 mmol) and K2CO3 (31 mg, 0.23 mmol). The reaction mixture was heated to 120° C. for 20 min in a microwave. When the reaction was completed, the reaction mixture was diluted with ethyl acetate and washed with water (×4). The organic phase was dried over Na2SO4 and concentrated. The resulting residue was purified by si... The reactants are CCOC(C)=O, Cl, CCOC(=O)C(=CNc1ccc(F)c(F)c1OCC(C)O)C(=O)OCC, Cc1ccc(S(=O)(=O)Cl)cc1, c1ccncc1. The product is CCOC(=O)C(=CNc1ccc(F)c(F)c1OCC(C)OS(=O)(=O)c1ccc(C)cc1)C(=O)OCC. As a reaction SMILES: [CH3:38][CH2:39][O:40][C:41](=[O:42])[CH3:43].[ClH:44].[F:1][c:2]1[c:3]([O:22][CH2:23][CH:24]([CH3:25])[OH:26])[c:4]([NH:9][CH:10]=[C:11]([C:12](=[O:13])[O:14][CH2:15][CH3:16])[C:17](=[O:18])[O:19][CH2:20][CH3:21])[cH:5][cH:6][c:7]1[F:8].[c:27]1([CH3:37])[cH:28][cH:29][c:30]([S:33](=[O:34])(=[O:35])[Cl:36])[cH:31][cH:32]1.[cH:45]1[cH:46][cH:47][n:48][cH:49][cH:50]1>>[F:1][c:2]1[c:3]([O:22][CH2:23][CH:24]([CH3:25])[O:26][S:33]([c:30]2[cH:29][cH:28][c:27]([CH3:37])[cH:32][cH:31]2)(=[O:34])=[O:35])[c:4]([NH:9][CH:10]=[C:11]([C:12](=[O:13])[O:14][CH2:15][CH3:16])[C:17](=[O:18])[O:19][CH2:20][CH3:21])[cH:5][cH:6][c:7]1[F:8]. The reactants are O.C(C)#N (water ACN), O.C(C)#N (water ACN), ClCCCCC(C1=CC=C(C=C1)F)C1=NC(=NN1)NC1=CC(=C(C=C1)C1=NC(=NO1)C)OC (5-(5-chloro-1-(4-fluorophenyl)pentyl)-N-(3-methoxy-4-(3-methyl-1,2,4-oxadiazol-5-yl)phenyl)-1H-1,2,4-triazol-3-amine), C([O-])([O-])=O.[K+].[K+] (potassium carbonate), [I-].[K+] (potassium iodide). Run in CN(C)C=O (DMF). Run at temperature 55 celsius. Yields the product Solvent B, C(C)(=O)[O-].[NH4+] (Ammonium Acetate), FC1=CC=C(C=C1)C1C=2N(CCCC1)N=C(N2)NC2=CC(=C(C=C2)C2=NC(=NO2)C)OC (9-(4-fluorophenyl)-N-(3-methoxy-4-(3-methyl-1,2,4-oxadiazol-5-yl)phenyl)-6,7,8,9-tetrahydro-5H-[1,2,4]triazolo[1,5-a]azepin-2-amine). The yield is 31.8%. RXN SMILES: Cl[CH2:2][CH2:3][CH2:4][CH2:5][CH:6]([C:14]1[NH:18][N:17]=[C:16]([NH:19][C:20]2[CH:25]=[CH:24][C:23]([C:26]3[O:30][N:29]=[C:28]([CH3:31])[N:27]=3)=[C:22]([O:32][CH3:33])[CH:21]=2)[N:15]=1)[C:7]1[CH:12]=[CH:11][C:10]([F:13])=[CH:9][CH:8]=1.C(=O)([O-])[O-:35].[K+].[K+].[I-].[K+].O.C(#N)C>CN(C=O)C>[C:26]([O-:30])(=[O:35])[CH3:23].[NH4+:15].[F:13][C:10]1[CH:11]=[CH:12][C:7]([CH:6]2[CH2:5][CH2:4][CH2:3][CH2:2][N:18]3[N:17]=[C:16]([NH:19][C:20]4[CH:25]=[CH:24][C:23]([C:26]5[O:30][N:29]=[C:28]([CH3:31])[N:27]=5)=[C:22]([O:32][CH3:33])[CH:21]=4)[N:15]=[C:14]23)=[CH:8][CH:9]=1 |f:1.2.3,4.5,6.7,9.10|. Reported procedure: A mixture of 5-(5-chloro-1-(4-fluorophenyl)pentyl)-N-(3-methoxy-4-(3-methyl-1,2,4-oxadiazol-5-yl)phenyl)-1H-1,2,4-triazol-3-amine (559 mg, 1.188 mmol), potassium carbonate (657 mg, 4.75 mmol), and potassium iodide (394 mg, 2.376 mmol) in DMF (8 mL) was heated at 55° C. for 16 hrs. The solvent was removed in vacuo. The crude product was purified using reverse phase preparatory-HPLC(Column: Phenomenex Luna C18 30×100 mm, Solvent A=10 mM Ammonium Acetate in 95:5 water/ACN, Solvent B=10 mM Ammonium ... Yield: 91.0%. The product is C1=C(C=CC=2SC3=C(CCC21)C=CC=C3)CC(=O)OCC (ethyl (10,11-dihydro dibenzo[b,f]thiepin-2-yl)-acetate). The solvent is O (water). RXN SMILES: [CH:1]1[C:11]2[CH2:10][CH2:9][C:8]3[CH:12]=[CH:13][CH:14]=[CH:15][C:7]=3[S:6][C:5]=2[CH:4]=[CH:3][C:2]=1[CH2:16][C:17]([OH:19])=[O:18].[CH2:20](O)[CH3:21]>O>[CH:1]1[C:11]2[CH2:10][CH2:9][C:8]3[CH:12]=[CH:13][CH:14]=[CH:15][C:7]=3[S:6][C:5]=2[CH:4]=[CH:3][C:2]=1[CH2:16][C:17]([O:19][CH2:20][CH3:21])=[O:18]. Reaction conditions: time 2 hour. The reactants are C1=C(C=CC=2SC3=C(CCC21)C=CC=C3)CC(=O)O ((10,11-dihydro dibenzo[b,f]thiepin-2-yl)-acetic acid), C(C)O (ethanol). Procedure: To 70 mg of (10,11-dihydro dibenzo[b,f]thiepin-2-yl)-acetic acid was added 3 ml of ethanol containing 7% hydrogen chloride, and the mixture was stirred under a dry atmosphere at room temperature for 2 hours. To this was added water, and the mixture was extracted with ethyl acetate. The extract was washed with a saturated sodium hydrogen carbonate solution and then with a saturated sodium chloride solution and dried over anhydrous sodium sulfate. The solvent was removed by distillation under redu...